This data is from the Open Reaction Database (ORD), a public repository of structured organic reaction records. The task is: describe an organic reaction: reactants, conditions, products, and yield Starting materials: ClC1=NC=NC2=CC(=C(C=C12)OC)OC (4-chloro-6,7-dimethoxyquinazoline), NC1=CC=CC2=CC=CC=C12 (1-aminonaphthalene). Solvent: CCO (EtOH). Reaction conditions: time 10 minute. The product is COC=1C=C2C(=NC=NC2=CC1OC)NC1=CC=CC2=CC=CC=C12 ((6,7-dimethoxy-quinazolin-4-yl)-alpha-naphthalenylamine). As a reaction SMILES: Cl[C:2]1[C:11]2[C:6](=[CH:7][C:8]([O:14][CH3:15])=[C:9]([O:12][CH3:13])[CH:10]=2)[N:5]=[CH:4][N:3]=1.[NH2:16][C:17]1[C:26]2[C:21](=[CH:22][CH:23]=[CH:24][CH:25]=2)[CH:20]=[CH:19][CH:18]=1>CCO>[CH3:13][O:12][C:9]1[CH:10]=[C:11]2[C:6](=[CH:7][C:8]=1[O:14][CH3:15])[N:5]=[CH:4][N:3]=[C:2]2[NH:16][C:17]1[C:26]2[C:21](=[CH:22][CH:23]=[CH:24][CH:25]=2)[CH:20]=[CH:19][CH:18]=1. Procedure details: To a 25 mL flask with 10 ml of abs. EtOH is added 0.137 g of 4-chloro-6,7-dimethoxyquinazoline and 0.087 g of 1-aminonaphthalene. The solution is heated to reflux whereupon the insoluble materials dissolve. After 5 minutes at reflux a precipatate forms. The solution is allowed to stir an additional 10 min before cooling and isolation of the product as the hydrochloride salt by simple filtration. High-vacuum drying of the solid provided analytically pure (6,7-dimethoxy-quinazolin-4-yl)-alpha-naph... Starting materials: C(C)(C)(C)OC(=O)N1CC2=CC(=C(C=C2C1)C=1CCOCC1)C(F)(F)F (5-(3,6-dihydro-2H-pyran-4-yl)-6-trifluoromethyl-1,3-dihydro-isoindole-2-carboxylic acid tert-butyl ester), C(=O)[O-].[NH4+] (ammonium formate). Yields the product C(C)(C)(C)OC(=O)N1CC2=CC(=C(C=C2C1)C1CCOCC1)C(F)(F)F (5-(Tetrahydro-pyran-4-yl)-6-trifluoromethyl-1,3-dihydro-isoindole-2-carboxylic acid tert-butyl ester). Reaction SMILES: [C:1]([O:5][C:6]([N:8]1[CH2:16][C:15]2[C:10](=[CH:11][C:12]([C:23]([F:26])([F:25])[F:24])=[C:13]([C:17]3[CH2:18][CH2:19][O:20][CH2:21][CH:22]=3)[CH:14]=2)[CH2:9]1)=[O:7])([CH3:4])([CH3:3])[CH3:2].C([O-])=O.[NH4+]>>[C:1]([O:5][C:6]([N:8]1[CH2:16][C:15]2[C:10](=[CH:11][C:12]([C:23]([F:25])([F:26])[F:24])=[C:13]([CH:17]3[CH2:18][CH2:19][O:20][CH2:21][CH2:22]3)[CH:14]=2)[CH2:9]1)=[O:7])([CH3:4])([CH3:2])[CH3:3] |f:1.2|. Procedure: Prepared in analogy to Example A49(b) from 5-(3,6-dihydro-2H-pyran-4-yl)-6-trifluoromethyl-1,3-dihydro-isoindole-2-carboxylic acid tert-butyl ester and ammonium formate. Off-white solid. MS (m/e): 316.1 ([M+H−Me2C═CH2]+, 100%). RXN SMILES: [Cl:1][C:2]1[C:3]([CH3:12])=[CH:4][C:5]2[O:9][C:8](S)=[N:7][C:6]=2[CH:11]=1.[CH3:13][N:14]1[CH2:20][CH2:19][CH2:18][NH:17][CH2:16][CH2:15]1>C(Cl)(Cl)Cl>[Cl:1][C:2]1[C:3]([CH3:12])=[CH:4][C:5]2[O:9][C:8]([N:17]3[CH2:18][CH2:19][CH2:20][N:14]([CH3:13])[CH2:15][CH2:16]3)=[N:7][C:6]=2[CH:11]=1. Run in C(Cl)(Cl)Cl (chloroform). Product: ClC=1C(=CC2=C(N=C(O2)N2CCN(CCC2)C)C1)C (5-chloro-6-methyl-2-(4-methyl-1-homopiperazinyl)benzoxazole). Reactants: ClC=1C(=CC2=C(N=C(O2)S)C1)C (5-Chloro-6-methyl-2-mercaptobenzoxazole), CN1CCNCCC1 (N-methylhomopiperazine). Reported procedure: 5-Chloro-6-methyl-2-mercaptobenzoxazole (200 mg) was dissolved in chloroform (20 ml), N-methylhomopiperazine (1.24 ml) was added dropwise to the solution and then the mixture was stirred with heating for 2 days. After evaporation of the solvent, the thus obtained mixture was purified by a silica gel column chromatography (methylene chloride:methanol=20:1) to obtain the title compound 5-chloro-6-methyl-2-(4-methyl-1-homopiperazinyl)benzoxazole (183 mg). The reactants are O (water), O1CCOCC1 (dioxane), C(C)(C)(C)OC(COC1=CC(=CC=C1)CN(CC1=CC=C(C=C1)C1=NC=CC=N1)S(=O)(=O)C=1N=CN(C1)C)=O ((3-(((1-methyl-1H-imidazole-4-sulfonyl)-(4-pyrimidin-2-yl-benzyl)-amino)-methyl)-phenoxy)-acetic acid tert-butyl ester). The solvent is Cl (HCl), C(C)OCC (diethyl ether), Cl (HCl). Run at time 20 minute. Yields the product CN1C=NC(=C1)S(=O)(=O)N(CC1=CC=C(C=C1)C1=NC=CC=N1)CC=1C=C(OCC(=O)O)C=CC1 ((3-(((1-Methyl-1H-imidazole-4-sulfonyl)-(4-pyrimidin-2-yl-benzyl)-amino)-methyl)-phenoxy)-acetic acid). Reaction SMILES: C([O:5][C:6](=[O:39])[CH2:7][O:8][C:9]1[CH:14]=[CH:13][CH:12]=[C:11]([CH2:15][N:16]([S:30]([C:33]2[N:34]=[CH:35][N:36]([CH3:38])[CH:37]=2)(=[O:32])=[O:31])[CH2:17][C:18]2[CH:23]=[CH:22][C:21]([C:24]3[N:29]=[CH:28][CH:27]=[CH:26][N:25]=3)=[CH:20][CH:19]=2)[CH:10]=1)(C)(C)C.O.O1CCOCC1>Cl.C(OCC)C>[CH3:38][N:36]1[CH:37]=[C:33]([S:30]([N:16]([CH2:15][C:11]2[CH:10]=[C:9]([CH:14]=[CH:13][CH:12]=2)[O:8][CH2:7][C:6]([OH:39])=[O:5])[CH2:17][C:18]2[CH:19]=[CH:20][C:21]([C:24]3[N:25]=[CH:26][CH:27]=[CH:28][N:29]=3)=[CH:22][CH:23]=2)(=[O:31])=[O:32])[N:34]=[CH:35]1. Reported procedure: HCl. A solution of (3-(((1-methyl-1H-imidazole-4-sulfonyl)-(4-pyrimidin-2-yl-benzyl)-amino)-methyl)-phenoxy)-acetic acid tert-butyl ester prepared of Example 10, Step B (0.094 g, 0.17 mmol) in 1N HCl in diethyl ether was stirred for 20 minutes as a precipitate formed. To the mixture was added 1 mL water and 1 mL dioxane and the reaction was stirred for 3 hours. The solvent was removed in vacuo, azeotroping with ethanol to yield the title compound as a solid (54 mg). 1H NMR (400 MHz, CD3OD) δ 9.0... Reactants: COc1c(C)cnc(Cn2nc3c4c(nc(N(C(=O)OC(C)(C)C)C(=O)OC(C)(C)C)nc42)SCC3)c1C, ClCCl, C=CCC(O)c1c(Cl)nc(N)nc1Cl, O=C(O)C(F)(F)F. The product is COc1c(C)cnc(Cn2nc3c4c(nc(N)nc42)SCC3)c1C. Reaction SMILES: [CH3:8][O:9][c:10]1[c:11]([CH3:45])[c:12]([CH2:17][n:18]2[n:19][c:20]3[c:29]4[c:24]([n:25][c:26]([N:30]([C:31]([O:32][C:33]([CH3:34])([CH3:35])[CH3:36])=[O:37])[C:38]([O:39][C:40]([CH3:41])([CH3:42])[CH3:43])=[O:44])[n:27][c:28]24)[S:23][CH2:22][CH2:21]3)[n:13][cH:14][c:15]1[CH3:16].[Cl:60][CH2:61][Cl:62].[NH2:46][c:47]1[n:48][c:49]([Cl:50])[c:51]([CH:52]([OH:53])[CH2:54][CH:55]=[CH2:56])[c:57]([Cl:58])[n:59]1.[OH:1][C:2]([C:3]([F:4])([F:5])[F:6])=[O:7]>>[CH3:8][O:9][c:10]1[c:11]([CH3:45])[c:12]([CH2:17][n:18]2[n:19][c:20]3[c:29]4[c:24]([n:25][c:26]([NH2:30])[n:27][c:28]24)[S:23][CH2:22][CH2:21]3)[n:13][cH:14][c:15]1[CH3:16].